From a dataset of the Open Reaction Database (ORD), a public repository of structured organic reaction records. describe an organic reaction: reactants, conditions, products, and yield The reactants are CC(C)(C)c1ccc(C(=O)c2ccc(C(C)(C)C)cc2)cc1, CC1=CC(C(C)(C)C)=CC1, COCCOC, COC(C)OC, CCOCC, Cl, [K+], [OH-]. The product is CC1=CC(C(C)(C)C)=CC1=C(c1ccc(C(C)(C)C)cc1)c1ccc(C(C)(C)C)cc1. Reaction SMILES: [C:19]([CH3:20])([CH3:21])([CH3:22])[c:23]1[cH:24][cH:25][c:26]([C:27](=[O:28])[c:29]2[cH:30][cH:31][c:32]([C:35]([CH3:36])([CH3:37])[CH3:38])[cH:33][cH:34]2)[cH:39][cH:40]1.[C:9]([CH3:10])([CH3:11])([CH3:12])[C:13]1=[CH:17][CH2:16][C:15]([CH3:18])=[CH:14]1.[CH2:47]([CH2:48][O:49][CH3:50])[O:51][CH3:52].[CH3:3][O:4][CH:5]([O:6][CH3:7])[CH3:8].[CH3:42][CH2:43][O:44][CH2:45][CH3:46].[ClH:41].[K+:2].[OH-:1]>>[C:9]([CH3:10])([CH3:11])([CH3:12])[C:13]1=[CH:17][C:16](=[C:27]([c:26]2[cH:25][cH:24][c:23]([C:19]([CH3:20])([CH3:21])[CH3:22])[cH:40][cH:39]2)[c:29]2[cH:30][cH:31][c:32]([C:35]([CH3:36])([CH3:37])[CH3:38])[cH:33][cH:34]2)[C:15]([CH3:18])=[CH:14]1. The reactants are O=C(CC1C(CCCC1=O)=O)CC (2-(2-oxobutyl)cyclohexane-1,3-dione), C(C1=CC=CC=C1)N (Benzylamine), O (water). Solvent: C1(=CC=CC=C1)C (toluene). Run at time 5 minute. The product is C(C)C=1N(C=2CCCC(C2C1)=O)CC1=CC=CC=C1 (2-Ethyl-1,5,6,7-tetrahydro-1-(phenylmethyl)-4H-indol-4-one). RXN SMILES: O=[C:2]([CH2:12][CH3:13])[CH2:3][CH:4]1[C:9](=O)[CH2:8][CH2:7][CH2:6][C:5]1=[O:11].[CH2:14]([NH2:21])[C:15]1[CH:20]=[CH:19][CH:18]=[CH:17][CH:16]=1.O>C1(C)C=CC=CC=1>[CH2:12]([C:2]1[N:21]([CH2:14][C:15]2[CH:20]=[CH:19][CH:18]=[CH:17][CH:16]=2)[C:9]2[CH2:8][CH2:7][CH2:6][C:5](=[O:11])[C:4]=2[CH:3]=1)[CH3:13]. Reported procedure: 2-(2-oxobutyl)cyclohexane-1,3-dione (1000 gms, 4.995 moles) was suspended in toluene (6000 ml, 6 vol). The mixture was warmed to 85 deg c and stirred for 5 minutes. Benzylamine (562.6 gms, 5.25 moles, 1.05 eq) was added dropwise over 30-45 minutes. Following the addition the mixture turned to an amber colored solution. Heat was applied to the solution and water was azeotroped off until the reaction temperature reached 110° C. The reaction was allowed to stir at 110° C. for 2 hrs at which time ˜4... The reactants are C1CO1, CN(C)C=O, Cc1ccc2[nH]c3c(c2c1)CCCC3=O, [Cl-], [K+], O. Product: Cc1ccc2c(c1)c1c(n2CCO)C(=O)CCC1. RXN SMILES: [CH2:23]1[CH2:24][O:25]1.[CH3:16][N:17]([CH3:18])[CH:19]=[O:20].[CH3:1][c:2]1[cH:3][c:4]2[c:5]3[c:10]([nH:11][c:12]2[cH:13][cH:14]1)[C:9](=[O:15])[CH2:8][CH2:7][CH2:6]3.[Cl-:21].[K+:22].[OH2:26]>>[CH3:1][c:2]1[cH:3][c:4]2[c:5]3[c:10]([n:11]([CH2:23][CH2:24][OH:25])[c:12]2[cH:13][cH:14]1)[C:9](=[O:15])[CH2:8][CH2:7][CH2:6]3. Reactants: BrN1C(CCC1=O)=O (N-bromosuccinimide), C(C)(=O)OCC1=NC2=CC(=C(C=C2C(N1)=O)C)Cl (2-acetoxymethyl-7-chloro-6-methyl-3,4-dihydroquinazolin-4-one), C(C1=CC=CC=C1)(=O)OOC(C1=CC=CC=C1)=O (dibenzoyl peroxide). Solvent: C(Cl)(Cl)(Cl)Cl (carbon tetrachloride). Reaction conditions: time 3.5 hour. The product is C(C)(=O)OCC1=NC2=CC(=C(C=C2C(N1)=O)CBr)Cl (2-Acetoxymethyl-6-bromomethyl-7-chloro-3,4-dihydroquinazolin-4-one). Reaction SMILES: [C:1]([O:4][CH2:5][C:6]1[NH:15][C:14](=[O:16])[C:13]2[C:8](=[CH:9][C:10]([Cl:18])=[C:11]([CH3:17])[CH:12]=2)[N:7]=1)(=[O:3])[CH3:2].[Br:19]N1C(=O)CCC1=O.C(OOC(=O)C1C=CC=CC=1)(=O)C1C=CC=CC=1>C(Cl)(Cl)(Cl)Cl>[C:1]([O:4][CH2:5][C:6]1[NH:15][C:14](=[O:16])[C:13]2[C:8](=[CH:9][C:10]([Cl:18])=[C:11]([CH2:17][Br:19])[CH:12]=2)[N:7]=1)(=[O:3])[CH3:2]. Reported procedure: To a suspension of 2-acetoxymethyl-7-chloro-6-methyl-3,4-dihydroquinazolin-4-one (2.00 g, 7.5 mmol) in anhydrous carbon tetrachloride (120 ml) was added N-bromosuccinimide (1.47 g, 8.3 mmol) followed by dibenzoyl peroxide (7.0 mg) under argon. The reaction mixture was placed in a preheated oil bath at 120° C. and stirred at this temperature for 3.5 hours while illuminating. The solvent was removed in vacuo and the residue was twice purified by column chromatography using 40% ethyl acetate in chl... The reactants are C(#N)C12CCCC(C(C(C(C(C(CC(OC(CC2O1)C(=CC=1N=C(SC1)CN=[N+]=[N-])C)=O)O)(C)C)=O)C)O)C (1-Cyano-6,10-dihydroxy-5,7,9,9-tetramethyl-14-[1-methyl-2-(2-azidomethyl-4-thiazolyl)ethenyl]-13,17-dioxabicyclo [14.1.0]heptadecane-8,12-dione), CP(C)C (trimethylphosphine). Run in C(C)(=O)OCC (ethyl acetate), O1CCCC1 (tetrahydrofuran). Conditions: time 1 hour. Product: C(#N)C12CCCC(C(C(C(C(C(CC(OC(CC2O1)C(=CC=1N=C(SC1)CN)C)=O)O)(C)C)=O)C)O)C (1-Cyano-6,10-dihydroxy-5,7,9,9-tetramethyl-14-[1-methyl-2-(2-aminomethyl-4-thiazolyl)ethenyl]-13,17-dioxabicyclo[14.1.0]heptadecane-8,12-dione). Isolated yield 89.7%. RXN SMILES: [C:1]([C:3]12[O:19][CH:18]1[CH2:17][CH:16]([C:20]([CH3:31])=[CH:21][C:22]1[N:23]=[C:24]([CH2:27][N:28]=[N+]=[N-])[S:25][CH:26]=1)[O:15][C:14](=[O:32])[CH2:13][CH:12]([OH:33])[C:11]([CH3:35])([CH3:34])[C:10](=[O:36])[CH:9]([CH3:37])[CH:8]([OH:38])[CH:7]([CH3:39])[CH2:6][CH2:5][CH2:4]2)#[N:2].CP(C)C>O1CCCC1.C(OCC)(=O)C>[C:1]([C:3]12[O:19][CH:18]1[CH2:17][CH:16]([C:20]([CH3:31])=[CH:21][C:22]1[N:23]=[C:24]([CH2:27][NH2:28])[S:25][CH:26]=1)[O:15][C:14](=[O:32])[CH2:13][CH:12]([OH:33])[C:11]([CH3:34])([CH3:35])[C:10](=[O:36])[CH:9]([CH3:37])[CH:8]([OH:38])[CH:7]([CH3:39])[CH2:6][CH2:5][CH2:4]2)#[N:2]. Reported procedure: To a stirred solution of the compound prepared in Example 5 (117 mg, 0.21 mmol) in tetrahydrofuran (2 mL) under argon was added trimethylphosphine (231 mL, 0.23 mmol, 1M in tetrahydrofuran) and the reaction was stirred at room temperature for 1 hour, then quenched with ammonium hydroxide (325 mL, 28% in water). The mixture was stirred for an additional 30 min. The volatiles were removed in vacuo and the crude material was purified (SiO2, ethyl acetate, then 1–10% MeOH/CHCl3 gradient elution). Th... Starting materials: [Br-], [Br-], ClC(Cl)Cl, OC(c1ccccc1)C1CN(Cc2ccccc2)CCO1, c1ccc(P(c2ccccc2)c2ccccc2)cc1. Product: BrC(c1ccccc1)C1CN(Cc2ccccc2)CCO1. RXN SMILES: [Br-:22].[Br-:23].[CH:43]([Cl:44])([Cl:45])[Cl:46].[c:1]1([CH:7]([OH:8])[CH:9]2[O:10][CH2:11][CH2:12][N:13]([CH2:15][c:16]3[cH:17][cH:18][cH:19][cH:20][cH:21]3)[CH2:14]2)[cH:2][cH:3][cH:4][cH:5][cH:6]1.[c:24]1([P:25]([c:26]2[cH:27][cH:28][cH:29][cH:30][cH:31]2)[c:32]2[cH:33][cH:34][cH:35][cH:36][cH:37]2)[cH:38][cH:39][cH:40][cH:41][cH:42]1>>[c:1]1([CH:7]([CH:9]2[O:10][CH2:11][CH2:12][N:13]([CH2:15][c:16]3[cH:17][cH:18][cH:19][cH:20][cH:21]3)[CH2:14]2)[Br:22])[cH:2][cH:3][cH:4][cH:5][cH:6]1. Reactants: N#Cc1c(Cl)c2cccnc2n(Cc2ccccc2)c1=O, C1CNCCN1, ClCCl. The product is N#Cc1c(N2CCNCC2)c2cccnc2n(Cc2ccccc2)c1=O. RXN SMILES: [CH2:1]([c:2]1[cH:3][cH:4][cH:5][cH:6][cH:7]1)[n:8]1[c:9](=[O:21])[c:10]([C:19]#[N:20])[c:11]([Cl:18])[c:12]2[cH:13][cH:14][cH:15][n:16][c:17]12.[CH2:22]1[CH2:23][NH:24][CH2:25][CH2:26][NH:27]1.[Cl:28][CH2:29][Cl:30]>>[CH2:1]([c:2]1[cH:3][cH:4][cH:5][cH:6][cH:7]1)[n:8]1[c:9](=[O:21])[c:10]([C:19]#[N:20])[c:11]([N:24]2[CH2:23][CH2:22][NH:27][CH2:26][CH2:25]2)[c:12]2[cH:13][cH:14][cH:15][n:16][c:17]12. Reactants: C(C)(C)N(CC)C(C)C (diisopropylethylamine), N1CC(C1)CC(=O)OCC (ethyl azetidine-3-acetate), ClC=1OC=2C(N1)=C(C(=C(C2F)C2=CC=CC=C2)C)C#N (2-chloro-7-fluoro-5-methyl-6-phenyl-1,3-benzoxazole-4-cabonitrile). Run in C(Cl)Cl (methylene chloride), C(Cl)Cl (methylene chloride), C(Cl)(Cl)Cl (chloroform). The product is C(#N)C1=C(C(=C(C2=C1N=C(O2)N2CC(C2)CC(=O)OCC)F)C2=CC=CC=C2)C (Ethyl [1-(4-cyano-7-fluoro-5-methyl-6-phenyl-1,3-benzoxazol-2-yl)azetidin-3-yl]acetate). Isolated yield 76.3%. Reaction SMILES: Cl[C:2]1[O:3][C:4]2[C:5](=[C:7]([C:19]#[N:20])[C:8]([CH3:18])=[C:9]([C:12]3[CH:17]=[CH:16][CH:15]=[CH:14][CH:13]=3)[C:10]=2[F:11])[N:6]=1.C(N(C(C)C)CC)(C)C.[NH:30]1[CH2:33][CH:32]([CH2:34][C:35]([O:37][CH2:38][CH3:39])=[O:36])[CH2:31]1>C(Cl)Cl.C(Cl)(Cl)Cl>[C:19]([C:7]1[C:5]2[N:6]=[C:2]([N:30]3[CH2:33][CH:32]([CH2:34][C:35]([O:37][CH2:38][CH3:39])=[O:36])[CH2:31]3)[O:3][C:4]=2[C:10]([F:11])=[C:9]([C:12]2[CH:17]=[CH:16][CH:15]=[CH:14][CH:13]=2)[C:8]=1[CH3:18])#[N:20]. Reported procedure: Under nitrogen atmosphere, 2-chloro-7-fluoro-5-methyl-6-phenyl-1,3-benzoxazole-4-cabonitrile (I-130) (400 mg, 1.40 mmol) was dissolved in methylene chloride (15 ml), then diisopropylethylamine (537 μl, 3.08 mmol) and ethyl azetidine-3-acetate (503 mg, 2.80 mmol) dissolved in methylene chloride (5 ml) were added, followed by heating under reflux for 19 hours. After cooling, diluting with chloroform and washing with water, the organic layer was dried over anhydrous magnesium sulfate, then the solv...